describe an organic reaction: reactants, conditions, products, and yield From a dataset of the Open Reaction Database (ORD), a public repository of structured organic reaction records. Starting materials: C(=O)(N1C=NC=C1)N1C=NC=C1 (1,1′-Carbonyldiimidazole), C(C)(C)(C)OC(=O)NC1(CC1)C(=O)O (1-(tert-butoxycarbonylamino)cyclopropanecarboxylic acid), BrC=1C(=NC=C(N1)Br)N (3,5-dibromopyrazin-2-amine), C(C)(C)N(C(C)C)CC (N,N-Diisopropylethylamine). Run in CN(C=O)C (N,N-dimethylformamide), ClCCl (dichloromethane), C(C)(=O)OCC (ethyl acetate). Run at time 4 hour. Yields the product BrC=1C(=NC=C(N1)Br)NC(=O)C1(CC1)NC(OC(C)(C)C)=O (tert-Butyl 1-(3,5-dibromopyrazin-2-ylcarbamoyl)cyclopropyl-carbamate). Isolated yield 50.1%. RXN SMILES: C(N1C=CN=C1)(N1C=CN=C1)=O.[C:13]([O:17][C:18]([NH:20][C:21]1([C:24]([OH:26])=O)[CH2:23][CH2:22]1)=[O:19])([CH3:16])([CH3:15])[CH3:14].C(N(CC)C(C)C)(C)C.[Br:36][C:37]1[C:38]([NH2:44])=[N:39][CH:40]=[C:41]([Br:43])[N:42]=1>CN(C)C=O.ClCCl.C(OCC)(=O)C>[Br:36][C:37]1[C:38]([NH:44][C:24]([C:21]2([NH:20][C:18](=[O:19])[O:17][C:13]([CH3:14])([CH3:15])[CH3:16])[CH2:22][CH2:23]2)=[O:26])=[N:39][CH:40]=[C:41]([Br:43])[N:42]=1. Procedure: 1,1′-Carbonyldiimidazole (4.37 g, 27.0 mmol) was added to a stirred solution of 1-(tert-butoxycarbonylamino)cyclopropanecarboxylic acid (4.93 g, 24.50 mmol) in N,N-dimethylformamide (6 mL) and dichloromethane (12 mL) at room temperature. The resulting clear yellow mixture was stirred at room temperature under nitrogen for 4 h. N,N-Diisopropylethylamine (8.54 mL, 49.0 mmol) was added followed by 3,5-dibromopyrazin-2-amine (9.29 g, 36.8 mmol). The resulting mixture was heated at 50° C. under a ref... Reactants: C(C1=CC=CC=C1)N1N=C(C=2N=C(NC(C21)=O)C2=C(C=CC(=C2)S(=O)(=O)N2CCN(CC2)C)OCC)CCC (1-Benzyl-5-[2-ethoxy-5-(4-methylpiperazin-1-ylsulphonyl)phenyl]-3-n-propyl-1,6-dihydro-7H-pyrazolo[4,3-d]pyrimidin-7-one), [H-].[Na+] (sodium hydride), oil, C(CC)O (propan-1-ol). Product: N (ammonia), C(C1=CC=CC=C1)N1N=C(C=2N=C(NC(C21)=O)C2=C(C=CC(=C2)S(=O)(=O)N2CCN(CC2)C)OCCC)CCC (1-Benzyl-5-[5-(4-methylpiperazin-1-ylsulphonyl)-2-n-propoxyphenyl]-3-n-propyl-1,6-dihydro-7H-pyrazolo[4,3-d]pyrimidin-7-one). Reaction SMILES: [H-].[Na+].[CH2:3]([N:10]1[C:18]2[C:17](=[O:19])[NH:16][C:15]([C:20]3[CH:25]=[C:24]([S:26]([N:29]4[CH2:34][CH2:33][N:32]([CH3:35])[CH2:31][CH2:30]4)(=[O:28])=[O:27])[CH:23]=[CH:22][C:21]=3[O:36][CH2:37][CH3:38])=[N:14][C:13]=2[C:12]([CH2:39][CH2:40][CH3:41])=[N:11]1)[C:4]1[CH:9]=[CH:8][CH:7]=[CH:6][CH:5]=1.[CH2:42](O)CC>>[NH3:10].[CH2:3]([N:10]1[C:18]2[C:17](=[O:19])[NH:16][C:15]([C:20]3[CH:25]=[C:24]([S:26]([N:29]4[CH2:34][CH2:33][N:32]([CH3:35])[CH2:31][CH2:30]4)(=[O:27])=[O:28])[CH:23]=[CH:22][C:21]=3[O:36][CH2:37][CH2:38][CH3:42])=[N:14][C:13]=2[C:12]([CH2:39][CH2:40][CH3:41])=[N:11]1)[C:4]1[CH:9]=[CH:8][CH:7]=[CH:6][CH:5]=1 |f:0.1|. Reported procedure: A 60% w/w dispersion of sodium hydride in mineral oil (160 mg, 4 mmol) was added portionwise to stirred, ice-cooled propan-1-ol (20 ml). When the effervescence had ceased, the title compound of Example 41 (550 mg, 1 mmol) was added and the resulting mixture heated under reflux for 96 hours, then allowed to cool and evaporated under reduced pressure. The residue was partitioned between ethyl acetate (50 ml) and water (50 ml), then the separated aqueous phase extracted with ethyl acetate (100 ml i... The reactants are Cc1[nH]c(C=O)c(C)c1CCC(=O)O, C1CCNCC1, Cc1cccc2c1CC(=O)N2, CCO. Yields the product Cc1cccc2c1C(=Cc1[nH]c(C)c(CCC(=O)O)c1C)C(=O)N2. RXN SMILES: [C:1](=[O:2])([OH:3])[CH2:4][CH2:5][c:6]1[c:7]([CH3:14])[nH:8][c:9]([CH:12]=[O:13])[c:10]1[CH3:11].[CH2:26]1[CH2:27][CH2:28][NH:29][CH2:30][CH2:31]1.[CH3:15][c:16]1[c:17]2[c:21]([cH:22][cH:23][cH:24]1)[NH:20][C:19](=[O:25])[CH2:18]2.[CH3:32][CH2:33][OH:34]>>[C:1](=[O:2])([OH:3])[CH2:4][CH2:5][c:6]1[c:7]([CH3:14])[nH:8][c:9]([CH:12]=[C:18]2[c:17]3[c:16]([CH3:15])[cH:24][cH:23][cH:22][c:21]3[NH:20][C:19]2=[O:25])[c:10]1[CH3:11]. The reactants are C(C1=CC=CC=C1)(=O)C1=CC=CC=C1 (Benzophenone), [OH-].[Na+] (sodium hydroxide), S(=O)(=O)(O)O.NO (hydroxylamine sulfate). Solvent: CO (methanol), CO (methanol). Conditions: temperature 5 celsius. Yields the product C(C1=CC=CC=C1)(C1=CC=CC=C1)=NO (Benzophenone Oxime). Reaction SMILES: [C:1]([C:9]1[CH:14]=[CH:13][CH:12]=[CH:11][CH:10]=1)(=O)[C:2]1[CH:7]=[CH:6][CH:5]=[CH:4][CH:3]=1.S(O)(O)(=O)=O.[NH2:20][OH:21].[OH-].[Na+]>CO>[C:1](=[N:20][OH:21])([C:9]1[CH:14]=[CH:13][CH:12]=[CH:11][CH:10]=1)[C:2]1[CH:7]=[CH:6][CH:5]=[CH:4][CH:3]=1 |f:1.2,3.4|. Reported procedure: Benzophenone (182 g; 1.0 mol) mixed with absolute methanol (400 mL) was placed in a 2-liter 3-neck flask (baffled) fitted with over-head stirrer. To the solution was added hydroxylamine sulfate (120 g; 0.73 m) and maintained vigorously stirred with cooling in ice bath (5° C.). A solution of sodium hydroxide pellets (60 g; 1.50 mol) in absolute methanol (400 mL) was then added slowly with continued agitation. After stirring for 6 hours with cooling, it was heated under reflux (67° C.). pH of the ...